This data is from the Open Reaction Database (ORD), a public repository of structured organic reaction records. The task is: describe an organic reaction: reactants, conditions, products, and yield Starting materials: N1(N=NN=C1)C1=CC=C(OCC[C@H]2[C@H](C2)C2CCN(CC2)C(=O)OCC(C)C)C=C1 (isobutyl 4-((1R,2S)-2-(2-(4-(1H-tetrazol-1-yl)phenoxy)ethyl)cyclopropyl)piperidine-1-carboxylate), C([O-])([O-])=O.[K+].[K+] (potassium carbonate), N#CBr (Cyanogen bromide). The solvent is C(Cl)(Cl)Cl (chloroform). Reaction conditions: time 15 minute. Product: N1(N=NN=C1)C1=CC=C(OCC[C@H]2[C@H](C2)C2CCN(CC2)C#N)C=C1 (4-((1R,2S)-2-(2-(4-(1H-tetrazol-1-yl)phenoxy)ethyl)cyclopropyl)piperidine-1-carbonitrile). RXN SMILES: [N:1]1([C:6]2[CH:30]=[CH:29][C:9]([O:10][CH2:11][CH2:12][C@@H:13]3[CH2:15][C@@H:14]3[CH:16]3[CH2:21][CH2:20][N:19]([C:22](OCC(C)C)=O)[CH2:18][CH2:17]3)=[CH:8][CH:7]=2)[CH:5]=[N:4][N:3]=[N:2]1.C(=O)([O-])[O-].[K+].[K+].[N:37]#CBr>C(Cl)(Cl)Cl>[N:1]1([C:6]2[CH:7]=[CH:8][C:9]([O:10][CH2:11][CH2:12][C@@H:13]3[CH2:15][C@@H:14]3[CH:16]3[CH2:21][CH2:20][N:19]([C:22]#[N:37])[CH2:18][CH2:17]3)=[CH:29][CH:30]=2)[CH:5]=[N:4][N:3]=[N:2]1 |f:1.2.3|. Procedure details: 4-((1R,2S)-2-(2-(4-(1H-Tetrazol-1-yl)phenoxy)ethyl)cyclopropyl)piperidine (Step B, Example 1; 300 mg, 0.958 mmol) and potassium carbonate (492 mg, 3.57 mmol) were stirred in chloroform (10 mL). Cyanogen bromide (122 mg, 1.15 mmol) was added. The mixture was stirred at RT for 15 min and refluxed overnight. The mixture was cooled to RT, mixed with silica gel (5 g), and concentrated to dryness under reduced pressure. The residue was loaded on a silica gel column (15 g of silica gel) and eluted with... Reactants: Cl.S1C(=CC=C1)C1C(CCC1)N (2-(2-thienyl)cyclopentylamine hydrochloride), Cl.C1(=CC=CC=C1)[C@@H]1[C@@H](CCC1)N (cis-2-phenylcyclopentylamine hydrochloride). Product: Cl.S1C(=CC=C1)C1C(CCC1)N=C1NCCCCC1 (Hexahydro-2-[(2-{2-thienyl}cyclopentyl)imino]azepine hydrochloride). As a reaction SMILES: [ClH:1].[S:2]1[CH:6]=[CH:5][CH:4]=[C:3]1[CH:7]1[CH2:11][CH2:10][CH2:9][CH:8]1[NH2:12].Cl.[C:14]1([C@H:20]2CCC[C@H:21]2[NH2:25])[CH:19]=[CH:18][CH:17]=CC=1>>[ClH:1].[S:2]1[CH:6]=[CH:5][CH:4]=[C:3]1[CH:7]1[CH2:11][CH2:10][CH2:9][CH:8]1[N:12]=[C:21]1[CH2:20][CH2:14][CH2:19][CH2:18][CH2:17][NH:25]1 |f:0.1,2.3,4.5|. Reported procedure: By the procedure described in U.S. Pat. No. 2,520,516 (1950) 2-(2-thienyl)cyclopentylamine hydrochloride, M.P. 168°-172° C., was prepared and substituted for cis-2-phenylcyclopentylamine hydrochloride in Example 1 to give the desired product, M.P. 144°-151° C.